describe an organic reaction: reactants, conditions, products, and yield From a dataset of the Open Reaction Database (ORD), a public repository of structured organic reaction records. The reactants are [Li]C(C)(C)C, C1CCOC1, CN(C)C=O, CC(=O)O, COc1cccc(Cl)n1. Product: COc1nc(Cl)ccc1C=O. As a reaction SMILES: [C:1]([Li:2])([CH3:3])([CH3:4])[CH3:5].[CH2:24]1[O:25][CH2:26][CH2:27][CH2:28]1.[CH3:15][N:16]([CH:17]=[O:18])[CH3:19].[CH3:20][C:21](=[O:22])[OH:23].[Cl:6][c:7]1[cH:8][cH:9][cH:10][c:11]([O:13][CH3:14])[n:12]1>>[Cl:6][c:7]1[cH:8][cH:9][c:10]([CH:17]=[O:18])[c:11]([O:13][CH3:14])[n:12]1. Starting materials: NC=C(C(=O)OCC)C=1N(C=CC1C(=O)OCC)CC1=CC=C(C=C1)OC (ethyl 2-{2-amino-1-[(ethyloxy)carbonyl]ethenyl}-1-{[4-(methyloxy)phenyl]methyl}-1H-pyrrole-3-carboxylate), CC(C)([O-])C.[Na+] (sodium tert-butoxide), CN(C=O)C (dimethylformamide), O (water). Solvent: C(C)(=O)OCC (ethyl acetate). Reaction conditions: time 25 minute. Product: COC1=CC=C(C=C1)CN1C=CC=2C(NC=C(C21)C(=O)OCC)=O (Ethyl 1-{[4-(methyloxy)phenyl]methyl}-4-oxo-4,5-dihydro-1H-pyrrolo[3,2-c]pyridine-7-carboxylate). Isolated yield 1711.7%. RXN SMILES: [NH2:1][CH:2]=[C:3]([C:9]1[N:10]([CH2:19][C:20]2[CH:25]=[CH:24][C:23]([O:26][CH3:27])=[CH:22][CH:21]=2)[CH:11]=[CH:12][C:13]=1[C:14]([O:16]CC)=O)[C:4]([O:6][CH2:7][CH3:8])=[O:5].CC(C)([O-])C.[Na+].CN(C)C=O.O>C(OCC)(=O)C>[CH3:27][O:26][C:23]1[CH:22]=[CH:21][C:20]([CH2:19][N:10]2[C:9]3[C:3]([C:4]([O:6][CH2:7][CH3:8])=[O:5])=[CH:2][NH:1][C:14](=[O:16])[C:13]=3[CH:12]=[CH:11]2)=[CH:25][CH:24]=1 |f:1.2|. Procedure details: A mixture of ethyl 2-{2-amino-1-[(ethyloxy)carbonyl]ethenyl}-1-{[4-(methyloxy)phenyl]methyl}-1H-pyrrole-3-carboxylate (0.2 g), sodium tert-butoxide (26 mg) and dimethylformamide (2 ml) was irradiated with microwaves at 160° C. for 8 minutes. The procedure was repeated on a 2 g and 3 g scale, the cooled solutions combined, added slowly to iced water then stirred for 25 minutes. A precipitate formed which was dissolved in ethyl acetate and washed with water. The aqueous layer was separated and ext...